From a dataset of the Open Reaction Database (ORD), a public repository of structured organic reaction records. describe an organic reaction: reactants, conditions, products, and yield Reactants: ClC=1C=C(C=CC1C(=O)O)C1=CC=C(C=C1)F (3-chloro-4′-fluoro-1,1′-biphenyl-4-carboxylic acid), solution. Run in O1CCCC1 (tetrahydrofuran), O1CCCC1 (tetrahydrofuran). Reaction conditions: time 18 hour. Yields the product ClC=1C=C(C=CC1CO)C1=CC=C(C=C1)F ((3-chloro-4′-fluoro-1,1′-biphenyl-4-yl)methanol). RXN SMILES: [Cl:1][C:2]1[CH:3]=[C:4]([C:11]2[CH:16]=[CH:15][C:14]([F:17])=[CH:13][CH:12]=2)[CH:5]=[CH:6][C:7]=1[C:8](O)=[O:9]>O1CCCC1>[Cl:1][C:2]1[CH:3]=[C:4]([C:11]2[CH:16]=[CH:15][C:14]([F:17])=[CH:13][CH:12]=2)[CH:5]=[CH:6][C:7]=1[CH2:8][OH:9]. Reported procedure: A solution of 3.1 g (12.4 mmol) of 3-chloro-4′-fluoro-1,1′-biphenyl-4-carboxylic acid, prepared in step 5.1., in 50 ml of tetrahydrofuran is admixed dropwise at ambient temperature with 9.3 ml (18.56 mmol) of a solution (2M) of borane-dimethyl sulphide complex in tetrahydrofuran. Stirring is continued at ambient temperature for 18 hours. RXN SMILES: C(OC([N:8]1[CH2:12][C@H:11]([CH2:13][CH2:14][C:15]2[CH:20]=[CH:19][CH:18]=[CH:17][CH:16]=2)[C@@H:10]([OH:21])[CH2:9]1)=O)(C)(C)C.[ClH:22]>CO>[ClH:22].[OH:21][C@@H:10]1[C@@H:11]([CH2:13][CH2:14][C:15]2[CH:20]=[CH:19][CH:18]=[CH:17][CH:16]=2)[CH2:12][NH:8][CH2:9]1 |f:3.4|. Product: Cl.O[C@H]1CNC[C@@H]1CCC1=CC=CC=C1 ((3R,4S)-3-Hydroxy-4-(2-phenylethyl)pyrrolidine hydrochloride), solid. The solvent is CO (methanol). Reported procedure: To a suspension of benzyltriphenylphosphonium bromide (1.75 g, 4.97 mmol) in dry THF (10 mL) under argon at 0° C. was added 1.6 M BuLi in THF (2.33 mL, 3.73 mmol) and the deep red solution left stirring without cooling for 10 min. After re-cooling to 0° C., the aldehyde 46 (335 mg, 1.56 mmol) [G. B. Evans, R. H. Fumeaux, A. Lewandowicz, V. L. Schramm, and P. C. Tyler, Second-Generation Transition State Analogues of Human Purine Nucleoside Phosphorylase, J. Med. Chem., 46 (2003) 5271-5276] in THF... The reactants are C(C)(C)(C)OC(=O)N1C[C@@H]([C@H](C1)CCC1=CC=CC=C1)O ((3R,4S)-N-tert-butoxycarbonyl-3-hydroxy-4-(2-phenylethyl)pyrrolidine), Cl (HCl). Yield: 102.0%. Conditions: temperature 40 celsius, time 30 minute. Solvent: C1CCOC1 (THF). Reaction SMILES: [NH:1]1[C:5]([CH2:6][CH2:7][C:8]2[N:9]([C:21]3[CH:29]=[CH:28][C:24]([C:25](O)=[O:26])=[CH:23][C:22]=3[CH3:30])[C:10]([C:13]3[CH:18]=[CH:17][C:16]([O:19][CH3:20])=[CH:15][CH:14]=3)=[CH:11][CH:12]=2)=[N:4][N:3]=[N:2]1.C1N=C[N:33](C(N2C=NC=C2)=O)C=1.O.[NH4+]>C1COCC1>[NH:4]1[C:5]([CH2:6][CH2:7][C:8]2[N:9]([C:21]3[CH:29]=[CH:28][C:24]([C:25]([NH2:33])=[O:26])=[CH:23][C:22]=3[CH3:30])[C:10]([C:13]3[CH:14]=[CH:15][C:16]([O:19][CH3:20])=[CH:17][CH:18]=3)=[CH:11][CH:12]=2)=[N:1][N:2]=[N:3]1 |f:2.3|. Reported procedure: 4-(2-(2-(1H-tetrazol-5-yl)ethyl)-5-(4-methoxyphenyl)-1H-pyrrol-1-yl)-3-methylbenzoic acid (130 mg, 0.332 mmol) was dissolved in anhydrous THF (3 mL). CDI (68 mg, 0.419 mmol) was added in three portions at room temperature and stirred at this temperature for 1 h. The resultant yellow solution was added dropwise to 25% ammonium hydrate (3 mL) at 0° C. After the addition was complete, the mixture was allowed to warm to room temperature and stirred for 2 h. The mixture was evaporated in vacuo and th... Reaction conditions: time 1 hour. Yields the product N1N=NN=C1CCC=1N(C(=CC1)C1=CC=C(C=C1)OC)C1=C(C=C(C(=O)N)C=C1)C (4-(2-(2-(1H-tetrazol-5-yl)ethyl)-5-(4-methoxyphenyl)-1H-pyrrol-1-yl)-3-methylbenzamide). The reactants are C1=CN(C=N1)C(=O)N2C=CN=C2 (CDI), N1N=NN=C1CCC=1N(C(=CC1)C1=CC=C(C=C1)OC)C1=C(C=C(C(=O)O)C=C1)C (4-(2-(2-(1H-tetrazol-5-yl)ethyl)-5-(4-methoxyphenyl)-1H-pyrrol-1-yl)-3-methylbenzoic acid), O.[NH4+] (ammonium hydrate).